From a dataset of the Open Reaction Database (ORD), a public repository of structured organic reaction records. describe an organic reaction: reactants, conditions, products, and yield The reactants are CCO, Cl, Cc1cccc(CCOc2ccc(CC3SC(=N)NC3=O)cc2)n1, c1ccncc1. The product is Cc1cccc(CCOc2ccc(CC3SC(=O)NC3=O)cc2)n1. Reaction SMILES: [CH3:32][CH2:33][OH:34].[ClH:31].[NH:7]=[C:8]1[S:9][CH:10]([CH2:14][c:15]2[cH:16][cH:17][c:18]([O:21][CH2:22][CH2:23][c:24]3[n:25][c:26]([CH3:30])[cH:27][cH:28][cH:29]3)[cH:19][cH:20]2)[C:11](=[O:13])[NH:12]1.[cH:1]1[cH:2][cH:3][n:4][cH:5][cH:6]1>>[C:8]1(=[O:34])[S:9][CH:10]([CH2:14][c:15]2[cH:16][cH:17][c:18]([O:21][CH2:22][CH2:23][c:24]3[n:25][c:26]([CH3:30])[cH:27][cH:28][cH:29]3)[cH:19][cH:20]2)[C:11](=[O:13])[NH:12]1. Starting materials: [Cl-].[Al+3].[Cl-].[Cl-] (Aluminum chloride), [H-].[Al+3].[Li+].[H-].[H-].[H-] (lithium aluminum hydride), O1C(=NC2=C1C=CC=C2)C2=CC=C(CC#N)C=C2 (4-(benzoxazol-2-yl)benzyl cyanide). Run in CCOCC (ether), C1CCOC1 (THF). Run at temperature 20 celsius, time 10 minute. The product is Cl.O1C(=NC2=C1C=CC=C2)C2=CC=C(C=C2)CCN (2-[4-(benzoxazol-2-yl)phenyl]-1-ethanamine hydrochloride). As a reaction SMILES: [Cl-:1].[Al+3].[Cl-].[Cl-].[H-].[Al+3].[Li+].[H-].[H-].[H-].[O:11]1[C:15]2[CH:16]=[CH:17][CH:18]=[CH:19][C:14]=2[N:13]=[C:12]1[C:20]1[CH:28]=[CH:27][C:23]([CH2:24][C:25]#[N:26])=[CH:22][CH:21]=1>CCOCC.C1COCC1>[ClH:1].[O:11]1[C:15]2[CH:16]=[CH:17][CH:18]=[CH:19][C:14]=2[N:13]=[C:12]1[C:20]1[CH:28]=[CH:27][C:23]([CH2:24][CH2:25][NH2:26])=[CH:22][CH:21]=1 |f:0.1.2.3,4.5.6.7.8.9,13.14|. Procedure details: Aluminum chloride (0.2 g; 1.5 mmol) is added to a suspension of lithium aluminum hydride (60 mg; 1.5 mmol) in dry ether (6 ml) at 0° C. The reaction is stirred for 10 minutes at 20° C. and cooled to 0° C. A solution of 4-(benzoxazol-2-yl)benzyl cyanide (0.24 g; 1.02 mmol) in dry THF (4 ml) is added dropwise and the reaction is stirred at 20° C. for 2 hours. The reaction is quenched with H2O, diluted with ether and washed vigorously with 2N HCl. The ether is decanted and the aqueous layer is wash... The reactants are CN(C=O)C (dimethylformamide), FC=1C=CC2=C(N=C(S2)/C=C/C=2C=C(CO)C=CC2)C1 (3-(5-fluorobenzothiazol-2-yl-trans-ethenyl)benzyl alcohol), N1C=NC=C1 (imidazole), [Si](C)(C)(C(C)(C)C)Cl (t-butyldimethylsilyl chloride). Solvent: C(C)(=O)OCC (ethyl acetate). Reaction conditions: time 8 hour. The product is [Si](C)(C)(C(C)(C)C)OCC1=CC(=CC=C1)\C=C\C=1SC2=C(N1)C=C(C=C2)F (3-(5-fluorobenzothiazol-2-yl-trans-ethenyl)benzyl alcohol t-butyldimethylsilyl ether). RXN SMILES: CN(C)C=O.[F:6][C:7]1[CH:8]=[CH:9][C:10]2[S:14][C:13](/[CH:15]=[CH:16]/[C:17]3[CH:18]=[C:19]([CH:22]=[CH:23][CH:24]=3)[CH2:20][OH:21])=[N:12][C:11]=2[CH:25]=1.N1C=CN=C1.[Si:31](Cl)([C:34]([CH3:37])([CH3:36])[CH3:35])([CH3:33])[CH3:32]>C(OCC)(=O)C>[Si:31]([O:21][CH2:20][C:19]1[CH:22]=[CH:23][CH:24]=[C:17](/[CH:16]=[CH:15]/[C:13]2[S:14][C:10]3[CH:9]=[CH:8][C:7]([F:6])=[CH:25][C:11]=3[N:12]=2)[CH:18]=1)([C:34]([CH3:37])([CH3:36])[CH3:35])([CH3:33])[CH3:32]. Reported procedure: To 100 ml of dimethylformamide containing 2.0 g of 3-(5-fluorobenzothiazol-2-yl-trans-ethenyl)benzyl alcohol and 1.19 g of imidazole was added 1.37 g of t-butyldimethylsilyl chloride and the reaction mixture stirred overnight under nitrogen at room temperature. After 48 hours of reaction time, the mixture was poured into 500 ml of ethyl acetate and washed with water (3×150 ml), a 1N hydrochloric acid solution (2×150 ml), water (1×200 ml) and a brine solution (1×200 ml) The organic layer was sepa... Starting materials: O (water), SC=1SC=C(N1)C1=CC=CC=C1 (2-Mercapto-4-phenylthiazole), C([O-])([O-])=O.[K+].[K+] (potassium carbonate), C(C)(C)(C)OC(=O)N1CC(CCC1)CI (1-(tert-butoxycarbonyl)-3-iodomethylpiperidine). Solvent: CN(C=O)C (N,N-dimethylformamide). Reaction conditions: time 30 minute. Product: C(C)(C)(C)OC(=O)N1CC(CCC1)CSC=1SC=C(N1)C1=CC=CC=C1 (1-(tert-Butoxycarbonyl)-3-[(4-phenylthiazol-2-yl)thiomethyl]piperidine). The yield is 99.4%. As a reaction SMILES: [SH:1][C:2]1[S:3][CH:4]=[C:5]([C:7]2[CH:12]=[CH:11][CH:10]=[CH:9][CH:8]=2)[N:6]=1.C(=O)([O-])[O-].[K+].[K+].[C:19]([O:23][C:24]([N:26]1[CH2:31][CH2:30][CH2:29][CH:28]([CH2:32]I)[CH2:27]1)=[O:25])([CH3:22])([CH3:21])[CH3:20].O>CN(C)C=O>[C:19]([O:23][C:24]([N:26]1[CH2:31][CH2:30][CH2:29][CH:28]([CH2:32][S:1][C:2]2[S:3][CH:4]=[C:5]([C:7]3[CH:12]=[CH:11][CH:10]=[CH:9][CH:8]=3)[N:6]=2)[CH2:27]1)=[O:25])([CH3:22])([CH3:20])[CH3:21] |f:1.2.3|. Procedure: 2-Mercapto-4-phenylthiazole (304 mg, 1.54 mmol) and potassium carbonate (261 mg, 1.85 mmol) were added to 1-(tert-butoxycarbonyl)-3-iodomethylpiperidine (500 mg, 1.54 mmol) in N,N-dimethylformamide (5 mL). The mixture was stirred at room temperature for 30 min. Subsequently, water was added and the mixture was extracted with ethyl acetate. The extract was then washed with brine, followed by drying over magnesium sulfate and evaporation of the solvent. Purification of the resulting residue by sil... The reactants are amides, ureas, carbamates, BrC=1C=CC(=C(C1)CCN1CCN(CC1)C1=C2C=CC(=NC2=CC=C1)C)F (5-{4-[2-(5-bromo-2-fluorophenyl)ethyl]-1-piperazinyl}-2-methylquinoline), C(C)(=O)N (acetamide). The product is FC1=C(C=C(C=C1)NC(C)=O)CCN1CCN(CC1)C1=C2C=CC(=NC2=CC=C1)C (N-(4-Fluoro-3-{2-[4-(2-methyl-5-quinolinyl)-1-piperazinyl]ethyl}phenyl)acetamide). Yield: 66.0%. As a reaction SMILES: Br[C:2]1[CH:3]=[CH:4][C:5]([F:27])=[C:6]([CH2:8][CH2:9][N:10]2[CH2:15][CH2:14][N:13]([C:16]3[CH:25]=[CH:24][CH:23]=[C:22]4[C:17]=3[CH:18]=[CH:19][C:20]([CH3:26])=[N:21]4)[CH2:12][CH2:11]2)[CH:7]=1.[C:28]([NH2:31])(=[O:30])[CH3:29]>>[F:27][C:5]1[CH:4]=[CH:3][C:2]([NH:31][C:28](=[O:30])[CH3:29])=[CH:7][C:6]=1[CH2:8][CH2:9][N:10]1[CH2:15][CH2:14][N:13]([C:16]2[CH:25]=[CH:24][CH:23]=[C:22]3[C:17]=2[CH:18]=[CH:19][C:20]([CH3:26])=[N:21]3)[CH2:12][CH2:11]1. Procedure details: The title compound was prepared in 66% yield according to the general procedure for the preparation of the amides, ureas and carbamates (Method A) starting from 5-{4-[2-(5-bromo-2-fluorophenyl)ethyl]-1-piperazinyl}-2-methylquinoline and acetamide.